Dataset: the Open Reaction Database (ORD), a public repository of structured organic reaction records. Task: describe an organic reaction: reactants, conditions, products, and yield Yields the product COC(CN1N=C2C(=NN(C=3C=CC=CC23)CC2=CC=C(C=C2)N2N=CC=C2)C1=O)COC ((±)-2-(2,3-dimethoxypropyl)-5-[4-(1H-pyrazol-1-yl)benzyl]-2,5-dihydro-3H-pyrazolo[4,3-c]cinnolin-3-one). RXN SMILES: O[CH:2]([CH2:30][OH:31])[CH2:3][N:4]1[C:28](=[O:29])[C:7]2=[N:8][N:9]([CH2:16][C:17]3[CH:22]=[CH:21][C:20]([N:23]4[CH:27]=[CH:26][CH:25]=[N:24]4)=[CH:19][CH:18]=3)[C:10]3[CH:11]=[CH:12][CH:13]=[CH:14][C:15]=3[C:6]2=[N:5]1.[H-].[Na+].IC.[CH3:36][OH:37].[CH3:38]N(C)C=O>O>[CH3:36][O:37][CH:2]([CH2:30][O:31][CH3:38])[CH2:3][N:4]1[C:28](=[O:29])[C:7]2=[N:8][N:9]([CH2:16][C:17]3[CH:22]=[CH:21][C:20]([N:23]4[CH:27]=[CH:26][CH:25]=[N:24]4)=[CH:19][CH:18]=3)[C:10]3[CH:11]=[CH:12][CH:13]=[CH:14][C:15]=3[C:6]2=[N:5]1 |f:1.2|. Procedure details: (±)-2-(2,3-Dihydroxypropyl)-5-[4-(1H-pyrazol-1-yl)benzyl]-2,5-dihydro-3H-pyrazolo[4,3-c]cinnolin-3-one [(Example 11), 0.10 g, 0.24 mmol] was dissolved in degassed N,N-dimethylformamide (5 mL), cooled to 0° C. and sparged under nitrogen. The mixture was treated with sodium hydride (21 mg, 0.53 mmol, 2.2 equiv) and after minutes, treated with iodomethane (37 μL, 0.60 mmol, 2.5 equiv). After stirring for 1 hour, the mixture was treated with methanol (2 mL), poured into water (25 mL) and extracted w... Reactants: [H-].[Na+] (sodium hydride), CO (methanol), OC(CN1N=C2C(=NN(C=3C=CC=CC23)CC2=CC=C(C=C2)N2N=CC=C2)C1=O)CO (2-(2,3-Dihydroxypropyl)-5-[4-(1H-pyrazol-1-yl)benzyl]-2,5-dihydro-3H-pyrazolo[4,3-c]cinnolin-3-one), CN(C=O)C (N,N-dimethylformamide), IC (iodomethane). Solvent: O (water). Run at temperature 0 celsius, time 1 hour. The reactants are powder ( 75g ), C(C)C1=CC=C(C=C1)I (1-ethyl-4-iodobenzene), BrC1=C(C=CC=C1)[N+](=O)[O-] (2-bromo-1-nitrobenzene), [N+](=O)([O-])C1=CC=CC=C1 (nitrobenzene). The reagents and catalysts are [Cu] (Copper). Run in C(Cl)Cl (methylene chloride). Conditions: temperature 160 celsius, time 3 hour. Yields the product C(C)C1=CC(=C(C=C1)C1=CC=CC=C1)[N+](=O)[O-] (4-ethyl-2-nitrobiphenyl). As a reaction SMILES: [CH2:1]([C:3]1[CH:8]=[CH:7][C:6](I)=[CH:5][CH:4]=1)[CH3:2].Br[C:11]1[CH:16]=[CH:15][CH:14]=[CH:13][C:12]=1[N+]([O-])=O.[N+:20](C1C=CC=CC=1)([O-:22])=[O:21]>C(Cl)Cl.[Cu]>[CH2:1]([C:3]1[CH:8]=[CH:7][C:6]([C:11]2[CH:16]=[CH:15][CH:14]=[CH:13][CH:12]=2)=[C:5]([N+:20]([O-:22])=[O:21])[CH:4]=1)[CH3:2]. Procedure: Copper lining powder (75g) was added portionwise over 30 minutes to a stirred mixture of 1-ethyl-4-iodobenzene (34.8g, 0.15 mole) and 2-bromo-1-nitrobenzene (30.3g, 0.15 mole) in nitrobenzene (250 ml) at 160°. After stirring for a further 3 hours at 160° C the solution was cooled, diluted with methylene chloride and filtered. Methylene chloride was distilled, nitrobenzene was steam-distilled, and the product was isolated in ether, and distilled to give 4-ethyl-2-nitrobiphenyl, b.p. 120°-130° C/0...